Dataset: the Open Reaction Database (ORD), a public repository of structured organic reaction records. Task: describe an organic reaction: reactants, conditions, products, and yield Starting materials: [H-].[Na+] (sodium hydride), ClC=1C=C(C(=O)N(CCC)C2=CC(=CC(=C2)F)F)C=C(C1)O (3-chloro-N-(3,5-difluoro-phenyl)-5-hydroxy-N-propyl-benzamide), C(C)(C)(C)OC(=O)N(CCOS(=O)(=O)C1=CC=C(C=C1)C)C1=CC=NC=C1 (toluene-4-sulfonic acid 2-(tert-butoxycarbonyl-pyridin-4-yl-amino)-ethyl ester). The solvent is CN(C)C=O (DMF). Conditions: time 66 hour. Product: C(C)(C)(C)OC(N(C1=CC=NC=C1)CCOC1=CC(=CC(=C1)C(N(C1=CC(=CC(=C1)F)F)CCC)=O)Cl)=O ((2-{3-Chloro-5-[(propyl)-(3,5-difluoro-phenyl)-carbamoyl]-phenoxy}-ethyl)-pyridin-4-yl-carbamic acid tert-butyl ester). Yield: 34.7%. Reaction SMILES: [Cl:1][C:2]1[CH:3]=[C:4]([CH:19]=[C:20]([OH:22])[CH:21]=1)[C:5]([N:7]([C:11]1[CH:16]=[C:15]([F:17])[CH:14]=[C:13]([F:18])[CH:12]=1)[CH2:8][CH2:9][CH3:10])=[O:6].[H-].[Na+].[C:25]([O:29][C:30]([N:32]([C:46]1[CH:51]=[CH:50][N:49]=[CH:48][CH:47]=1)[CH2:33][CH2:34]OS(C1C=CC(C)=CC=1)(=O)=O)=[O:31])([CH3:28])([CH3:27])[CH3:26]>CN(C=O)C>[C:25]([O:29][C:30](=[O:31])[N:32]([CH2:33][CH2:34][O:22][C:20]1[CH:19]=[C:4]([C:5](=[O:6])[N:7]([CH2:8][CH2:9][CH3:10])[C:11]2[CH:16]=[C:15]([F:17])[CH:14]=[C:13]([F:18])[CH:12]=2)[CH:3]=[C:2]([Cl:1])[CH:21]=1)[C:46]1[CH:51]=[CH:50][N:49]=[CH:48][CH:47]=1)([CH3:28])([CH3:27])[CH3:26] |f:1.2|. Procedure: To a solution of 3-chloro-N-(3,5-difluoro-phenyl)-5-hydroxy-N-propyl-benzamide (0.050 g) in DMF (0.5 ml) stirred at room temperature under nitrogen was added sodium hydride (60% dispersion in oil, 0.007 g) and after 10 min was added toluene-4-sulfonic acid 2-(tert-butoxycarbonyl-pyridin-4-yl-amino)-ethyl ester (0.060 g). The reaction was stirred for 66 h, quenched with water and then concentrated in vacuo. and the residue subjected to preparative hplc. The title compound (0.029 g) was obtained a... Procedure details: To a solution of thiobenzhydrazide (3.7 g, 24.34 mmole) in methylene chloride (50 ml), equipped with magnetic stirrer, nitrogen inlet, and an outlet connected to a trap containing a diluted NAOH solution, was added trichloromethyl chloroformate (4 g, 20.2 mmole). The reaction mixture was stirred at room temperature for one hour. The mixture was diluted with methylene chloride (100 ml) and washed with water (3×50 ml) and brine. The organic layer was dried over MgSO4. After the drying agent was fi... The reactants are C(C1=CC=CC=C1)(=S)NN (thiobenzhydrazide), ClC(=O)OC(Cl)(Cl)Cl (trichloromethyl chloroformate). The product is C1(=CC=CC=C1)C=1SC(NN1)=O (2-phenyl-1,3,4-thiadiazolin-5-one). Conditions: time 1 hour. Reaction SMILES: [C:1]([NH:9][NH2:10])(=[S:8])[C:2]1[CH:7]=[CH:6][CH:5]=[CH:4][CH:3]=1.Cl[C:12](OC(Cl)(Cl)Cl)=[O:13]>C(Cl)Cl>[C:2]1([C:1]2[S:8][C:12](=[O:13])[NH:10][N:9]=2)[CH:7]=[CH:6][CH:5]=[CH:4][CH:3]=1. The solvent is C(Cl)Cl (methylene chloride), C(Cl)Cl (methylene chloride). The reactants are [Cl-].O[NH3+] (hydroxylammonium chloride), C(O)([O-])=O.[Na+] (sodium hydrogen carbonate), CS(=O)C (dimethyl sulfoxide), CC1=C(C=NC(=C1)C)OC1=C(N=C(N(C1=O)CC1=CC=C(C=C1)C=1C(=CC=CC1)C#N)CCC)CC (4′-{[5-[(4,6-dimethylpyridin-3-yl)oxy]-4-ethyl-6-oxo-2-propylpyrimidin-1(6H)-yl]methyl}biphenyl-2-carbonitrile). The solvent is C(C)(=O)OCC (ethyl acetate). Run at temperature 40 celsius, time 30 minute. The product is CC1=C(C=NC(=C1)C)OC=1C(N(C(=NC1CC)CCC)CC1=CC=C(C=C1)C1=C(C=CC=C1)C1=NOC(N1)=O)=O (5-[(4,6-dimethylpyridin-3-yl)oxy]-6-ethyl-3-{[2′-(5-oxo-4,5-dihydro-1,2,4-oxadiazol-3-yl)biphenyl-4-yl]methyl}-2-propylpyrimidin-4(3H)-one). The yield is 60.1%. As a reaction SMILES: [Cl-].O[NH3+:3].[C:4](=[O:7])([O-])[OH:5].[Na+].CS(C)=O.[CH3:13][C:14]1[CH:19]=[C:18]([CH3:20])[N:17]=[CH:16][C:15]=1[O:21][C:22]1[C:27](=[O:28])[N:26]([CH2:29][C:30]2[CH:35]=[CH:34][C:33]([C:36]3[C:37]([C:42]#[N:43])=[CH:38][CH:39]=[CH:40][CH:41]=3)=[CH:32][CH:31]=2)[C:25]([CH2:44][CH2:45][CH3:46])=[N:24][C:23]=1[CH2:47][CH3:48]>C(OCC)(=O)C>[CH3:13][C:14]1[CH:19]=[C:18]([CH3:20])[N:17]=[CH:16][C:15]=1[O:21][C:22]1[C:27](=[O:28])[N:26]([CH2:29][C:30]2[CH:35]=[CH:34][C:33]([C:36]3[CH:41]=[CH:40][CH:39]=[CH:38][C:37]=3[C:42]3[NH:3][C:4](=[O:7])[O:5][N:43]=3)=[CH:32][CH:31]=2)[C:25]([CH2:44][CH2:45][CH3:46])=[N:24][C:23]=1[CH2:47][CH3:48] |f:0.1,2.3|. Reported procedure: A mixture of hydroxylammonium chloride (0.49 g), sodium hydrogen carbonate (0.69 g) and dimethyl sulfoxide (6 mL) was stirred at 40° C. for 30 min, 4′-{[5-[(4,6-dimethylpyridin-3-yl)oxy]-4-ethyl-6-oxo-2-propylpyrimidin-1(6H)-yl]methyl}biphenyl-2-carbonitrile (0.4 g) was added, and the mixture was stirred at 90° C. for 12 hr. The reaction mixture was diluted with ethyl acetate, washed with water and then with saturated brine, and dried over anhydrous magnesium sulfate. The solvent was evaporated ... Yields the product C(C)N1N=CC=2C1=NC=C(C2NC2CCOCC2)C(=O)NC2(CCOCC2)CO (1-Ethyl-N-[4-(hydroxymethyl)tetrahydro-2H-pyran-4-yl]-4-(tetrahydro-2H-pyran-4-ylamino)-1H-pyrazolo[3,4-b]pyridine-5-carboxamide). Procedure: Intermediate 139 was prepared from Intermediate 17 and (4-aminotetrahydro-2H-pyran-4-yl)methanol (commercially available from PharmaCore Inc., 4170 Mendenhall Oaks Pkwy, Suite 140, High point, N.C., USA) using an analogous method to that for Intermediate 42. LCMS showed MH+=404, TRET=2.19 min. Starting materials: C(C)N1N=CC=2C1=NC=C(C2NC2CCOCC2)C(=O)O (1-Ethyl-4-(tetrahydro-2H-pyran-4-ylamino)-1H-pyrazolo[3,4-b]pyridine-5-carboxylic acid), NC1(CCOCC1)CO ((4-aminotetrahydro-2H-pyran-4-yl)methanol), C(C)N1N=CC=2C1=NC=C(C2NC2CCOCC2)C(=O)N[C@@H](CO)C2=CC=CC=C2 (1-Ethyl-N-[(1R)-2-hydroxy-1-phenylethyl]-4-(tetrahydro-2H-pyran-4-ylamino)-1H-pyrazolo[3,4-b]pyridine-5-carboxamide). Reaction SMILES: [CH2:1]([N:3]1[C:7]2=[N:8][CH:9]=[C:10]([C:19]([OH:21])=O)[C:11]([NH:12][CH:13]3[CH2:18][CH2:17][O:16][CH2:15][CH2:14]3)=[C:6]2[CH:5]=[N:4]1)[CH3:2].[NH2:22][C:23]1([CH2:29][OH:30])[CH2:28][CH2:27][O:26][CH2:25][CH2:24]1.C(N1C2=NC=C(C(N[C@H](C3C=CC=CC=3)CO)=O)C(NC3CCOCC3)=C2C=N1)C>>[CH2:1]([N:3]1[C:7]2=[N:8][CH:9]=[C:10]([C:19]([NH:22][C:23]3([CH2:29][OH:30])[CH2:28][CH2:27][O:26][CH2:25][CH2:24]3)=[O:21])[C:11]([NH:12][CH:13]3[CH2:14][CH2:15][O:16][CH2:17][CH2:18]3)=[C:6]2[CH:5]=[N:4]1)[CH3:2].